This data is from the Open Reaction Database (ORD), a public repository of structured organic reaction records. The task is: describe an organic reaction: reactants, conditions, products, and yield Yields the product N1(CCCCC1)CCCOC1=CC=C(N)C=C1 (4-[3-(1-piperidinyl)propoxy]aniline). As a reaction SMILES: [N+:1]([C:4]1[CH:19]=[CH:18][C:7]([O:8][CH2:9][CH2:10][CH2:11][N:12]2[CH2:17][CH2:16][CH2:15][CH2:14][CH2:13]2)=[CH:6][CH:5]=1)([O-])=O.[H][H]>CO.[Pd]>[N:12]1([CH2:11][CH2:10][CH2:9][O:8][C:7]2[CH:6]=[CH:5][C:4]([NH2:1])=[CH:19][CH:18]=2)[CH2:13][CH2:14][CH2:15][CH2:16][CH2:17]1. Solvent: CO (methanol). Procedure details: 1-[3-(4-nitrophenoxy)propyl]piperidine was dissolved in methanol, and the target compound was obtained by catalytic reduction using a palladium charcoal catalyst in a current of hydrogen. Reagents/catalysts: [Pd] (palladium charcoal). Reactants: [N+](=O)([O-])C1=CC=C(OCCCN2CCCCC2)C=C1 (1-[3-(4-nitrophenoxy)propyl]piperidine), [H][H] (hydrogen). Starting materials: Cc1cccnc1Br, CON(C)C(=O)c1cn(-c2cccc(-c3cccnc3F)c2)cn1. Product: Cc1cccnc1C(=O)c1cn(-c2cccc(-c3cccnc3F)c2)cn1. Reaction SMILES: [Br:25][c:26]1[n:27][cH:28][cH:29][cH:30][c:31]1[CH3:32].[CH3:1][O:2][N:3]([C:4](=[O:5])[c:6]1[n:7][cH:8][n:9](-[c:11]2[cH:12][c:13](-[c:17]3[c:18]([F:23])[n:19][cH:20][cH:21][cH:22]3)[cH:14][cH:15][cH:16]2)[cH:10]1)[CH3:24]>>[C:4](=[O:5])([c:6]1[n:7][cH:8][n:9](-[c:11]2[cH:12][c:13](-[c:17]3[c:18]([F:23])[n:19][cH:20][cH:21][cH:22]3)[cH:14][cH:15][cH:16]2)[cH:10]1)[c:26]1[n:27][cH:28][cH:29][cH:30][c:31]1[CH3:32]. Reagents/catalysts: [Pd] (palladium on charcoal). Reported procedure: To a mixture of 10% palladium on charcoal (130 mg) in 5.0% formic acid-methanol (5.0 ml) was added a solution of benzyl 1-tert-butoxycarbonyl-2-ethoxycarbonylindole-4-carboxylate (130 mg) in 5.0% formic acid-methanol (5.0 ml). The mixture was stirred under nitrogen atmosphere at ambient temperature for 30 minutes. The resulting mixture was filtered through a bed of celite and the filtrate was evaporated in vacuo to give 1-tert-butoxycarbonyl-2-ethoxycarbonylindole-4-carboxylic acid (87 mg) as a ... Reactants: C(C)(C)(C)OC(=O)N1C(=CC=2C(=CC=CC12)C(=O)OCC1=CC=CC=C1)C(=O)OCC (benzyl 1-tert-butoxycarbonyl-2-ethoxycarbonylindole-4-carboxylate). Yields the product C(C)(C)(C)OC(=O)N1C(=CC=2C(=CC=CC12)C(=O)O)C(=O)OCC (1-tert-butoxycarbonyl-2-ethoxycarbonylindole-4-carboxylic acid). Conditions: time 30 minute. RXN SMILES: [C:1]([O:5][C:6]([N:8]1[C:16]2[CH:15]=[CH:14][CH:13]=[C:12]([C:17]([O:19]CC3C=CC=CC=3)=[O:18])[C:11]=2[CH:10]=[C:9]1[C:27]([O:29][CH2:30][CH3:31])=[O:28])=[O:7])([CH3:4])([CH3:3])[CH3:2]>[Pd].C(O)=O.CO>[C:1]([O:5][C:6]([N:8]1[C:16]2[CH:15]=[CH:14][CH:13]=[C:12]([C:17]([OH:19])=[O:18])[C:11]=2[CH:10]=[C:9]1[C:27]([O:29][CH2:30][CH3:31])=[O:28])=[O:7])([CH3:4])([CH3:3])[CH3:2] |f:2.3|. Isolated yield 85.0%. Run in C(=O)O.CO (formic acid methanol), C(=O)O.CO (formic acid methanol). The reactants are Cl.NC1=[N+](C(=CC(=C1)Cl)C)[O-] (2-amino-4-chloro-6-methylpyridine-1-oxide hydrochloride), N1CCCC1 (pyrrolidine). Run in O (water), O (water). Run at temperature 155 celsius. Yields the product NC1=[N+](C(=CC(=C1)N1CCCC1)C)[O-] (2-amino-6-methyl-4-pyrrolidinylpyridine-1-oxide). Yield: 51.0%. As a reaction SMILES: Cl.[NH2:2][C:3]1[CH:8]=[C:7](Cl)[CH:6]=[C:5]([CH3:10])[N+:4]=1[O-:11].[NH:12]1[CH2:16][CH2:15][CH2:14][CH2:13]1>O>[NH2:2][C:3]1[CH:8]=[C:7]([N:12]2[CH2:16][CH2:15][CH2:14][CH2:13]2)[CH:6]=[C:5]([CH3:10])[N+:4]=1[O-:11] |f:0.1|. Procedure: A quantity (1.95 g., 0.01 mole) of 2-amino-4-chloro-6-methylpyridine-1-oxide hydrochloride (prepared in Part B, Example 1, above) with 10 ml. pyrrolidine and 10 ml. water was sealed in a reinforced bottle and heated in an oil bath at the temperature 155° C. for 5 hrs. After cooling, this reaction mixture was diluted with water and extracted with three 50-ml. portions of methylene chloride. The methylene chloride extract was dried over anhydrous sodium sulfate, treated with charcoal, and filtered... Starting materials: [H-].[Na+] (Sodium hydride), ClC1=NC=NC(=C1N)Cl ((4,6-dichloropyrimidin-5-yl)amine), C(C)I (ethyl iodide). Run in CN(C)C=O (DMF), [Cl-].[NH4+] (ammonium chloride), O (water). Run at time 18 hour. Product: C(C)NC=1C(=NC=NC1Cl)Cl (ethyl(4,6-dichloropyrimidin-5-yl)amine). Yield: 44.9%. RXN SMILES: [H-].[Na+].[Cl:3][C:4]1[C:9]([NH2:10])=[C:8]([Cl:11])[N:7]=[CH:6][N:5]=1.[CH2:12](I)[CH3:13]>CN(C=O)C.[Cl-].[NH4+].O>[CH2:12]([NH:10][C:9]1[C:4]([Cl:3])=[N:5][CH:6]=[N:7][C:8]=1[Cl:11])[CH3:13] |f:0.1,5.6|. Procedure: Sodium hydride (55%, 0.17 g, 4.0 mmol) was added in a single portion to a solution of (4,6-dichloropyrimidin-5-yl)amine (0.61 g, 3.72 mmol) and ethyl iodide (0.30 mL, 3.8 mmol) in dry DMF (3 mL) at room temperature. The suspension was stirred for 18 hours, then diluted with saturated aqueous ammonium chloride (5 mL) and water (20 mL). The mixture was extracted with diethyl ether (30 mL), and the extract was dried, filtered and concentrated. Flash column chromatography on silica, eluting with 10%... The reactants are C(C)O (ethanol), ClC1=CC2=C(OC(C(N2C2CCN(CC2)C(=O)C2=C(C=C(C=C2)C2=C(C=CC=C2)O[C@@H](CC(=O)O)C)[N+](=O)[O-])=O)(C)C)N=C1 ((3R)-3-[(4′-{[4-(7-chloro-3,3-dimethyl-2-oxo-2,3-dihydro-1H-pyrido[2,3-b][1,4]oxazin-1-yl)piperidin-1-yl]carbonyl}3′-nitrobiphenyl-2-yl)oxy]butanoic acid), [Cl-].[NH4+] (ammonium chloride). Reagents/catalysts: [Fe] (iron). The solvent is O (Water). Yields the product NC=1C=C(C=CC1C(=O)N1CCC(CC1)N1C2=C(OC(C1=O)(C)C)N=CC(=C2)Cl)C2=C(C=CC=C2)O[C@@H](CC(=O)O)C ((3R)-3-[(3′-amino-4′-{[4-(7-chloro-3,3-dimethyl-2-oxo-2,3-dihydro-1H-pyrido[2,3-b][1,4]oxazin-1-yl)piperidin-1-yl]carbonyl}biphenyl-2-yl)oxy]butanoic acid). Isolated yield 32.2%. As a reaction SMILES: C(O)C.[Cl:4][C:5]1[CH:47]=[N:46][C:8]2[O:9][C:10]([CH3:45])([CH3:44])[C:11](=[O:43])[N:12]([CH:13]3[CH2:18][CH2:17][N:16]([C:19]([C:21]4[CH:26]=[CH:25][C:24]([C:27]5[CH:32]=[CH:31][CH:30]=[CH:29][C:28]=5[O:33][C@H:34]([CH3:39])[CH2:35][C:36]([OH:38])=[O:37])=[CH:23][C:22]=4[N+:40]([O-])=O)=[O:20])[CH2:15][CH2:14]3)[C:7]=2[CH:6]=1.[Cl-].[NH4+]>[Fe].O>[NH2:40][C:22]1[CH:23]=[C:24]([C:27]2[CH:32]=[CH:31][CH:30]=[CH:29][C:28]=2[O:33][C@H:34]([CH3:39])[CH2:35][C:36]([OH:38])=[O:37])[CH:25]=[CH:26][C:21]=1[C:19]([N:16]1[CH2:17][CH2:18][CH:13]([N:12]2[C:11](=[O:43])[C:10]([CH3:45])([CH3:44])[O:9][C:8]3[N:46]=[CH:47][C:5]([Cl:4])=[CH:6][C:7]2=3)[CH2:14][CH2:15]1)=[O:20] |f:2.3|. Procedure: To an 80% aqueous ethanol solution (7.50 ml) of (3R)-3-[(4′-{[4-(7-chloro-3,3-dimethyl-2-oxo-2,3-dihydro-1H-pyrido[2,3-b][1,4]oxazin-1-yl)piperidin-1-yl]carbonyl}3′-nitrobiphenyl-2-yl)oxy]butanoic acid (132 mg) were added at room temperature ammonium chloride (11.3 mg) and iron powder (59.0 mg), followed by stirring under heating at reflux for 1 hour. Water was added to the reaction solution, and extracted with ethyl acetate. The organic layer was washed with brine, dried over anhydrous sodium s... Starting materials: O (water), BrC=1C(=NC=CC1)OC1=C(C2=C(N(N=N2)CC2CC2)C=C1)Cl (5-[(3-bromopyridin-2-yl)oxy]-4-chloro-1-(cyclopropylmethyl)-1H-benzotriazole), C(CCC)[Li] (n-butyllithium), CC(=O)C (acetone), O (water). The solvent is O1CCCC1 (tetrahydrofuran). Run at temperature -70 celsius, time 5 minute. Product: ClC1=C(C=CC=2N(N=NC21)CC2CC2)OC2=NC=CC=C2C(C)(C)O (2-(2-{[4-chloro-1-(cyclopropylmethyl)-1H-benzotriazol-5-yl]oxy}pyridin-3-yl)propan-2-ol). Reaction SMILES: Br[C:2]1[C:3]([O:8][C:9]2[CH:21]=[CH:20][C:12]3[N:13]([CH2:16][CH:17]4[CH2:19][CH2:18]4)[N:14]=[N:15][C:11]=3[C:10]=2[Cl:22])=[N:4][CH:5]=[CH:6][CH:7]=1.C([Li])CCC.[CH3:28][C:29]([CH3:31])=[O:30].O>O1CCCC1>[Cl:22][C:10]1[C:11]2[N:15]=[N:14][N:13]([CH2:16][CH:17]3[CH2:19][CH2:18]3)[C:12]=2[CH:20]=[CH:21][C:9]=1[O:8][C:3]1[C:2]([C:29]([OH:30])([CH3:31])[CH3:28])=[CH:7][CH:6]=[CH:5][N:4]=1. Reported procedure: 5-[(3-Bromopyridin-2-yl)oxy]-4-chloro-1-(cyclopropylmethyl)-1H-benzotriazole (395, 33 mg, 0.09 mmol, 1 equiv) was dissolved in anhydrous tetrahydrofuran (2 mL), cooled to −70° C. and treated dropwise with n-butyllithium (2.5 M in tetrahydrofuran, 0.038 mL, 0.10 mmol, 1.1 equiv.). After 5 minutes, the mixture was treated with acetone (7.57 mg, 0.13 mmol, 1.5 equiv.). After an additional ten minutes at −70° C., the mixture was treated with water. The mixture was poured into water (40 mL) and extra... Starting materials: COC(=O)C1(OC2=C(C1)C=C(C=C2)O)C(C)(C)C (2-tert-Butyl-5-hydroxy-2,3-dihydro-benzofuran-2-carboxylic acid methyl ester), ClC1=C(C=CC(=C1)OC(F)(F)F)OCCI (2-Chloro-1-(2-iodo-ethoxy)4trifluoromethoxy-benzene). Yields the product C(C)(C)(C)[C@@]1(OC2=C(C1)C=C(C=C2)OCCOC2=C(C=C(C=C2)OC(F)(F)F)Cl)C(=O)O ((2R)-2-tert-Butyl-5-[2-(2-chloro-4-trifluoromethoxy-phenoxy)-ethoxy]-2,3-dihydro-benzofuran-2-carboxylic acid). As a reaction SMILES: C[O:2][C:3]([C:5]1([C:15]([CH3:18])([CH3:17])[CH3:16])[CH2:9][C:8]2[CH:10]=[C:11]([OH:14])[CH:12]=[CH:13][C:7]=2[O:6]1)=[O:4].[Cl:19][C:20]1[CH:25]=[C:24]([O:26][C:27]([F:30])([F:29])[F:28])[CH:23]=[CH:22][C:21]=1[O:31][CH2:32][CH2:33]I>>[C:15]([C@@:5]1([C:3]([OH:2])=[O:4])[CH2:9][C:8]2[CH:10]=[C:11]([O:14][CH2:33][CH2:32][O:31][C:21]3[CH:22]=[CH:23][C:24]([O:26][C:27]([F:28])([F:29])[F:30])=[CH:25][C:20]=3[Cl:19])[CH:12]=[CH:13][C:7]=2[O:6]1)([CH3:18])([CH3:17])[CH3:16]. Procedure details: The title compound was prepared following the general procedure described in Example 1, Step 4, employing the phenol prepared in Example 21, Step 1 and the iodide prepared in Example 23, Step 1.